This data is from the Open Reaction Database (ORD), a public repository of structured organic reaction records. The task is: describe an organic reaction: reactants, conditions, products, and yield Starting materials: COP(C)(=O)OC, CC(=O)O, CCOCC, CCOC(=O)CCC1CCCCC1, [Li]CCCC, C1CCOC1. The product is COP(=O)(CC(=O)CCC1CCCCC1)OC. RXN SMILES: [CH3:1][P:2]([O:3][CH3:4])([O:5][CH3:6])=[O:7].[CH3:26][C:27](=[O:28])[OH:29].[CH3:35][CH2:36][O:37][CH2:38][CH3:39].[CH:13]1([CH2:19][CH2:20][C:21](=[O:22])[O:23][CH2:24][CH3:25])[CH2:14][CH2:15][CH2:16][CH2:17][CH2:18]1.[Li:8][CH2:9][CH2:10][CH2:11][CH3:12].[O:30]1[CH2:31][CH2:32][CH2:33][CH2:34]1>>[CH2:1]([P:2]([O:3][CH3:4])([O:5][CH3:6])=[O:7])[C:21]([CH2:20][CH2:19][CH:13]1[CH2:14][CH2:15][CH2:16][CH2:17][CH2:18]1)=[O:22].